Dataset: the Open Reaction Database (ORD), a public repository of structured organic reaction records. Task: describe an organic reaction: reactants, conditions, products, and yield Reactants: NC1=CC=C(C=C1)N1C(CCCC1C1=CC(=C(C=C1)Cl)Cl)=O (1-(4-aminophenyl)-6-(3,4-dichlorophenyl)-2-piperidone), C(C)(=O)OC(C)=O (acetic anhydride), N1=CC=CC=C1 (pyridine). Solvent: C(Cl)(Cl)Cl (chloroform), C(C)(C)OC(C)C (isopropyl ether). Run at time 30 minute. Yields the product C(C)(=O)NC1=CC=C(C=C1)N1C(CCCC1C1=CC(=C(C=C1)Cl)Cl)=O (1-(4-acetylaminophenyl)-6-(3,4-dichlorophenyl)-2-piperidone). Isolated yield 99.0%. Reaction SMILES: [NH2:1][C:2]1[CH:7]=[CH:6][C:5]([N:8]2[CH:13]([C:14]3[CH:19]=[CH:18][C:17]([Cl:20])=[C:16]([Cl:21])[CH:15]=3)[CH2:12][CH2:11][CH2:10][C:9]2=[O:22])=[CH:4][CH:3]=1.[C:23](OC(=O)C)(=[O:25])[CH3:24].N1C=CC=CC=1>C(Cl)(Cl)Cl.C(OC(C)C)(C)C>[C:23]([NH:1][C:2]1[CH:7]=[CH:6][C:5]([N:8]2[CH:13]([C:14]3[CH:19]=[CH:18][C:17]([Cl:20])=[C:16]([Cl:21])[CH:15]=3)[CH2:12][CH2:11][CH2:10][C:9]2=[O:22])=[CH:4][CH:3]=1)(=[O:25])[CH3:24]. Procedure details: To a solution of 2.42 g of 1-(4-aminophenyl)-6-(3,4-dichlorophenyl)-2-piperidone in 20 ml of chloroform were added 5 ml of acetic anhydride and 0.5 ml of pyridine, and the mixture was stirred at room temperature for 30 minutes and then at 80° C. for 30 minutes. The reaction mixture was cooled and diluted with isopropyl ether. The crystals precipitated were filtered and recrystallized from a mixture of ethanol and dimethylformamide to give 2.69 g of 1-(4-acetylaminophenyl)-6-(3,4-dichlorophenyl)-... Reactants: CCc1cc(O[Si](C)(C)C(C)(C)C)c(F)c(N(Cc2nc(-c3ccccc3)cn2C(c2ccccc2)(c2ccccc2)c2ccccc2)c2ccc(C#N)cc2)c1, CCCC[N+](CCCC)(CCCC)CCCC, C1CCOC1, [F-]. The product is CCc1cc(O)c(F)c(N(Cc2nc(-c3ccccc3)cn2C(c2ccccc2)(c2ccccc2)c2ccccc2)c2ccc(C#N)cc2)c1. Reaction SMILES: [C:1]([Si:2]([CH3:3])([CH3:4])[O:6][c:7]1[c:8]([F:55])[c:9]([N:15]([c:16]2[cH:17][cH:18][c:19]([C:20]#[N:21])[cH:22][cH:23]2)[CH2:24][c:25]2[n:26]([C:36]([c:37]3[cH:38][cH:39][cH:40][cH:41][cH:42]3)([c:43]3[cH:44][cH:45][cH:46][cH:47][cH:48]3)[c:49]3[cH:50][cH:51][cH:52][cH:53][cH:54]3)[cH:27][c:28](-[c:30]3[cH:31][cH:32][cH:33][cH:34][cH:35]3)[n:29]2)[cH:10][c:11]([CH2:13][CH3:14])[cH:12]1)([CH3:5])([CH3:56])[CH3:57].[CH2:59]([N+:60]([CH2:61][CH2:62][CH2:63][CH3:64])([CH2:65][CH2:66][CH2:67][CH3:68])[CH2:69][CH2:70][CH2:71][CH3:72])[CH2:73][CH2:74][CH3:75].[CH2:76]1[O:77][CH2:78][CH2:79][CH2:80]1.[F-:58]>>[OH:6][c:7]1[c:8]([F:55])[c:9]([N:15]([c:16]2[cH:17][cH:18][c:19]([C:20]#[N:21])[cH:22][cH:23]2)[CH2:24][c:25]2[n:26]([C:36]([c:37]3[cH:38][cH:39][cH:40][cH:41][cH:42]3)([c:43]3[cH:44][cH:45][cH:46][cH:47][cH:48]3)[c:49]3[cH:50][cH:51][cH:52][cH:53][cH:54]3)[cH:27][c:28](-[c:30]3[cH:31][cH:32][cH:33][cH:34][cH:35]3)[n:29]2)[cH:10][c:11]([CH2:13][CH3:14])[cH:12]1. Reactants: COC=1C=C(C=CC1OC)C1=NNC([C@H]2CCCC[C@@H]12)=O ((cis)-4-(3,4-Dimethoxyphenyl)-4a,5,6,7,8,8a-hexahydro-2H-phthalazin-1-one), COC1=C(CCl)C=CC=C1 (2-methoxybenzylchloride), C(C1=CC=CC=C1)N1C([C@H]2CCCC[C@H]2C(=N1)C1=CC(=C(C=C1)OC)OC)=O ((cis)-2-Benzyl-4-(3,4-dimethoxyphenyl)-4a,5,6,7,8,8a-hexahydro-2H-phthalazin-1-one). The product is COC=1C=C(C=CC1OC)C1=NN(C([C@H]2CCCC[C@@H]12)=O)CC1=C(C=CC=C1)OC ((cis)-4-(3,4-Dimethoxyphenyl)-2-(2-methoxybenzyl)-4a,5,6,7,8,8a-hexahydro-2H-phthalazin-1-one). Reaction SMILES: [CH3:1][O:2][C:3]1[CH:4]=[C:5]([C:11]2[C@H:20]3[C@H:15]([CH2:16][CH2:17][CH2:18][CH2:19]3)[C:14](=[O:21])[NH:13][N:12]=2)[CH:6]=[CH:7][C:8]=1[O:9][CH3:10].[CH3:22][O:23][C:24]1[CH:31]=[CH:30][CH:29]=[CH:28][C:25]=1[CH2:26]Cl.C(N1N=C(C2C=CC(OC)=C(OC)C=2)[C@H]2[C@H](CCCC2)C1=O)C1C=CC=CC=1>>[CH3:1][O:2][C:3]1[CH:4]=[C:5]([C:11]2[C@H:20]3[C@H:15]([CH2:16][CH2:17][CH2:18][CH2:19]3)[C:14](=[O:21])[N:13]([CH2:26][C:25]3[CH:28]=[CH:29][CH:30]=[CH:31][C:24]=3[O:23][CH3:22])[N:12]=2)[CH:6]=[CH:7][C:8]=1[O:9][CH3:10]. Procedure: Prepared from compound 1 and 2-methoxybenzylchloride as described for compound 78. Purified by chromatography (dichloromethane). Crystallized from diethyl ether at -20° C. M.p. 96°-99° C. Reactants: C(C1=CC=CC=C1)OC1=CC=C(C=C1)NC1=NC=NC2=CC=C(C=C12)I ((4-Benzyloxy-phenyl)-(6-iodoquinazolin-4-yl)-amine), C(CCC)[Sn](CCCC)(CCCC)C#N (tributyltin cyanide). The reagents and catalysts are [Pd](Cl)Cl.C1(=CC=CC=C1)P(CCCCP(C1=CC=CC=C1)C1=CC=CC=C1)C1=CC=CC=C1 (1,4-bis-(diphenylphosphino)-butane palladium (II) chloride), [Pd].C1(=CC=CC=C1)P(C1=CC=CC=C1)C1=CC=CC=C1.C1(=CC=CC=C1)P(C1=CC=CC=C1)C1=CC=CC=C1.C1(=CC=CC=C1)P(C1=CC=CC=C1)C1=CC=CC=C1.C1(=CC=CC=C1)P(C1=CC=CC=C1)C1=CC=CC=C1 (tetrakis (triphenylphosphine) palladium). Solvent: O1CCOCC1 (dioxane). Product: C(C1=CC=CC=C1)OC1=CC=C(C=C1)NC1=NC=NC2=CC=C(C=C12)C#N ((4-Benzyloxy-phenyl)-(6-cyanoquinazolin-4-yl)-amine). The yield is 73.8%. As a reaction SMILES: [CH2:1]([O:8][C:9]1[CH:14]=[CH:13][C:12]([NH:15][C:16]2[C:25]3[C:20](=[CH:21][CH:22]=[C:23](I)[CH:24]=3)[N:19]=[CH:18][N:17]=2)=[CH:11][CH:10]=1)[C:2]1[CH:7]=[CH:6][CH:5]=[CH:4][CH:3]=1.C([Sn]([C:40]#[N:41])(CCCC)CCCC)CCC>O1CCOCC1.[Pd](Cl)Cl.C1(P(C2C=CC=CC=2)CCCCP(C2C=CC=CC=2)C2C=CC=CC=2)C=CC=CC=1.[Pd].C1(P(C2C=CC=CC=2)C2C=CC=CC=2)C=CC=CC=1.C1(P(C2C=CC=CC=2)C2C=CC=CC=2)C=CC=CC=1.C1(P(C2C=CC=CC=2)C2C=CC=CC=2)C=CC=CC=1.C1(P(C2C=CC=CC=2)C2C=CC=CC=2)C=CC=CC=1>[CH2:1]([O:8][C:9]1[CH:14]=[CH:13][C:12]([NH:15][C:16]2[C:25]3[C:20](=[CH:21][CH:22]=[C:23]([C:40]#[N:41])[CH:24]=3)[N:19]=[CH:18][N:17]=2)=[CH:11][CH:10]=1)[C:2]1[CH:7]=[CH:6][CH:5]=[CH:4][CH:3]=1 |f:3.4,5.6.7.8.9|. Procedure: (4-Benzyloxy-phenyl)-(6-iodoquinazolin-4-yl)-amine (1.2 g) in dioxane (10 ml) under N2 was treated with tributyltin cyanide (0.79 g) and catalytic quantities of 1,4-bis-(diphenylphosphino)-butane palladium (II) chloride and tetrakis (triphenylphosphine) palladium at reflux for 23 hours. The mixture was absorbed onto silica and chromatographed to give the title compound (0.65 g); δH [2H6]DMSO 10.01(1H,s), 9.14(1H,s), 8.63(1H,s), 8.15(1H,d), 7.87(1H,d), 7.73(2H,d), 7.45(5H,m), 7.10(2H,d), 5.13(2H,... The reactants are Cn1ncc(Br)c1NC(=O)OCC(Cl)(Cl)Cl, CS(C)=O, CCN(C(C)C)C(C)C, O, c1ccc(-c2nsc(N3CCNCC3)n2)cc1. Yields the product Cn1ncc(Br)c1NC(=O)N1CCN(c2nc(-c3ccccc3)ns2)CC1. Reaction SMILES: [Br:1][c:2]1[cH:3][n:4][n:5]([CH3:16])[c:6]1[NH:7][C:8]([O:9][CH2:10][C:11]([Cl:12])([Cl:13])[Cl:14])=[O:15].[CH3:44][S:45]([CH3:46])=[O:47].[CH:34]([N:35]([CH:36]([CH3:37])[CH3:38])[CH2:39][CH3:40])([CH3:41])[CH3:42].[OH2:43].[c:17]1(-[c:23]2[n:24][s:25][c:26]([N:28]3[CH2:29][CH2:30][NH:31][CH2:32][CH2:33]3)[n:27]2)[cH:18][cH:19][cH:20][cH:21][cH:22]1>>[Br:1][c:2]1[cH:3][n:4][n:5]([CH3:16])[c:6]1[NH:7][C:8](=[O:15])[N:31]1[CH2:30][CH2:29][N:28]([c:26]2[s:25][n:24][c:23](-[c:17]3[cH:18][cH:19][cH:20][cH:21][cH:22]3)[n:27]2)[CH2:33][CH2:32]1.